Dataset: the Open Reaction Database (ORD), a public repository of structured organic reaction records. Task: describe an organic reaction: reactants, conditions, products, and yield The reactants are C(C)OC(CC1=CC=C(C=C1)OC\C=C(/C)\C1=CC=C(C=C1)C1=CC=C(C=C1)Br)=O ((E)-{4-[3-(4′-Bromo-biphenyl-4-yl)-but-2-enyloxy]-phenyl}-acetic acid ethyl ester), C(C)O (ethanol). The solvent is [OH-].[Na+] (NaOH), Cl (HCl), C(C)(=O)OCC (ethyl acetate). Yields the product BrC1=CC=C(C=C1)C1=CC=C(C=C1)/C(=C/COC1=CC=C(C=C1)CC(=O)O)/C ((E)-{4-[3-(4′-Bromo-biphenyl-4-yl)-but-2-enyloxy]-phenyl}-acetic acid). Isolated yield 55.6%. As a reaction SMILES: C([O:3][C:4](=[O:30])[CH2:5][C:6]1[CH:11]=[CH:10][C:9]([O:12][CH2:13]/[CH:14]=[C:15](/[C:17]2[CH:22]=[CH:21][C:20]([C:23]3[CH:28]=[CH:27][C:26]([Br:29])=[CH:25][CH:24]=3)=[CH:19][CH:18]=2)\[CH3:16])=[CH:8][CH:7]=1)C.C(O)C>[OH-].[Na+].Cl.C(OCC)(=O)C>[Br:29][C:26]1[CH:27]=[CH:28][C:23]([C:20]2[CH:19]=[CH:18][C:17](/[C:15](/[CH3:16])=[CH:14]/[CH2:13][O:12][C:9]3[CH:8]=[CH:7][C:6]([CH2:5][C:4]([OH:30])=[O:3])=[CH:11][CH:10]=3)=[CH:22][CH:21]=2)=[CH:24][CH:25]=1 |f:2.3|. Procedure: (E)-{4-[3-(4′-Bromo-biphenyl-4-yl)-but-2-enyloxy]-phenyl}-acetic acid ethyl ester (example 24) (210 mg, 0.58 mmol) was suspended in 1N NaOH (1.16 mL) and ethanol (5 mL) and stirred for 24 h at room temperature. The mixture was diluted with 1N HCl (1.16 mL) and ethyl acetate (10 mL). The aqueous layer was separated and extracted with ethyl acetate (30 L) The organic layers were combined, washed with brine, dried (MgSO4) and evaporated to give 141 mg (55%) of the title compound. Reactants: [C@@H]1(C[C@H](O)[C@H](O1)CO)N1N=C(C=2C1=NC=NC2OC)I (1-(2-Deoxy-β-D-ribofuranosyl)-3-iodo-4-methoxy-1H-pyrazolo[3,4-d]pyrimidine), C(C)(C)(C)[Si](Cl)(C1=CC=CC=C1)C1=CC=CC=C1 (tert-butyldiphenylchlorosilane). The solvent is N1=CC=CC=C1 (pyridine). Run at time 72 hour. Yields the product [Si](C1=CC=CC=C1)(C1=CC=CC=C1)(C(C)(C)C)C([C@@H]1[C@H](C[C@@H](O1)N1N=C(C=2C1=NC=NC2OC)I)O)O (1-(5-(tert-Butyldiphenylsilyl)-2-deoxy-β-D-ribofuranosyl)-3-iodo-4-methoxy-1H-pyrazolo[3,4-d]pyrimidine). Yield: 89.6%. As a reaction SMILES: [C@@H:1]1([N:9]2[C:13]3=[N:14][CH:15]=[N:16][C:17]([O:18][CH3:19])=[C:12]3[C:11]([I:20])=[N:10]2)[O:6][C@H:5]([CH2:7][OH:8])[C@@H:3]([OH:4])[CH2:2]1.[C:21]([Si:25]([C:33]1[CH:38]=[CH:37][CH:36]=[CH:35][CH:34]=1)([C:27]1[CH:32]=[CH:31][CH:30]=[CH:29][CH:28]=1)Cl)([CH3:24])([CH3:23])[CH3:22]>N1C=CC=CC=1>[Si:25]([CH:7]([OH:8])[C@H:5]1[O:6][C@@H:1]([N:9]2[C:13]3=[N:14][CH:15]=[N:16][C:17]([O:18][CH3:19])=[C:12]3[C:11]([I:20])=[N:10]2)[CH2:2][C@@H:3]1[OH:4])([C:21]([CH3:24])([CH3:23])[CH3:22])([C:33]1[CH:34]=[CH:35][CH:36]=[CH:37][CH:38]=1)[C:27]1[CH:32]=[CH:31][CH:30]=[CH:29][CH:28]=1. Procedure details: In a 500 mL flask was suspended 2 (3.6 g, 9.2 mmol) in anhydrous pyridine (60 mL), then tert-butyldiphenylchlorosilane (2.78 g, 10 mmol) was added and the mixture stirred for 72 hours. The suspension was concentrated and partitioned between ethyl acetate and water. The organic layer was washed with 10% citric acid, brine, dried over MgSO4, and concentrated to a white foam. The crude product was purified by flash chromatography with 25-33% ethyl acetate in hexanes to obtain 3 as a white foam (5.2...